From a dataset of the Open Reaction Database (ORD), a public repository of structured organic reaction records. describe an organic reaction: reactants, conditions, products, and yield Reactants: C1(=CC=C(C=C1)S(=O)(=O)Cl)C (p-toluenesulfonyl chloride), N1=CC=CC=C1 (pyridine), C(CC#C)O (but-3-yn-1-ol), C([O-])([O-])=O.[Na+].[Na+] (sodium carbonate), Cl (HCl), C1(=CC=C(C=C1)S(=O)(=O)OCC\C=C/C\C=C/CC)C ((3Z,6Z)-nona-3,6-dienyl p-toluenesulfonate), C(C#CCC)O (2-Pentyn-1-ol), C(C#CCC)O (2-Pentyn-1-ol). Reagents/catalysts: [Cl-].C(CCC)[N+](CCCC)(CCCC)CCCC (tetrabutylammonium chloride), [Cu]I (copper(I) iodide). Run in O (water), CCOCC (ether), CN(C)C=O (DMF), CCOCC (ether), C(Cl)(Cl)Cl (chloroform). Reaction conditions: time 4 hour. Product: C(CC#CCC#CCC)O (nona-3,6-diyn-1-ol). Reaction SMILES: C1(C)C=CC(S([O:10][CH2:11][CH2:12]/[CH:13]=[CH:14]\[CH2:15]/[CH:16]=[CH:17]\[CH2:18][CH3:19])(=O)=O)=CC=1.C(O)C#CCC.N1C=CC=CC=1.C1(C)C=CC(S(Cl)(=O)=O)=CC=1.C(O)CC#C.C(=O)([O-])[O-].[Na+].[Na+].Cl>C(Cl)(Cl)Cl.CN(C=O)C.[Cl-].C([N+](CCCC)(CCCC)CCCC)CCC.[Cu]I.CCOCC.O>[CH2:11]([OH:10])[CH2:12][C:13]#[C:14][CH2:15][C:16]#[C:17][CH2:18][CH3:19] |f:5.6.7,11.12|. Procedure details: (3Z,6Z)-nona-3,6-dienyl p-toluenesulfonate can be prepared from 2-Pentyn-1-ol by dissolving 2-Pentyn-1-ol (1.03 g, 12 mmol) in chloroform (10 ml) and adding pyridine (1.90 g, 24 mmol) followed by p-toluenesulfonyl chloride (3.43 g, 18 mmol) in small portions with constant stirring. After about 4 hrs, ether (30 ml) and water (7 ml) can be added and the organic layer can be washed successively with HCl (7 ml), 5% NaHCO3, water (7 ml) to produce pent-2-ynyl p-toluenesolfonate. Pent-2-ynyl p-toluene... Starting materials: CCO, CCOC(=O)CCN(C)C(=O)c1ccc(NC(c2sc3ccccc3c2C)C2CCCC2)cc1, [Na+], C1CCOC1, [OH-]. The product is Cc1c(C(Nc2ccc(C(=O)N(C)CCC(=O)O)cc2)C2CCCC2)sc2ccccc12. Reaction SMILES: [CH3:42][CH2:43][OH:44].[CH:1]1([CH:6]([c:7]2[s:8][c:9]3[c:10]([c:11]2[CH3:12])[cH:13][cH:14][cH:15][cH:16]3)[NH:17][c:18]2[cH:19][cH:20][c:21]([C:24](=[O:25])[N:26]([CH2:27][CH2:28][C:29](=[O:30])[O:31][CH2:32][CH3:33])[CH3:34])[cH:22][cH:23]2)[CH2:2][CH2:3][CH2:4][CH2:5]1.[Na+:41].[O:35]1[CH2:36][CH2:37][CH2:38][CH2:39]1.[OH-:40]>>[CH:1]1([CH:6]([c:7]2[s:8][c:9]3[c:10]([c:11]2[CH3:12])[cH:13][cH:14][cH:15][cH:16]3)[NH:17][c:18]2[cH:19][cH:20][c:21]([C:24](=[O:25])[N:26]([CH2:27][CH2:28][C:29](=[O:30])[OH:31])[CH3:34])[cH:22][cH:23]2)[CH2:2][CH2:3][CH2:4][CH2:5]1.